From a dataset of the Open Reaction Database (ORD), a public repository of structured organic reaction records. describe an organic reaction: reactants, conditions, products, and yield Starting materials: C1(=CC=C(C=C1)S(=O)(=O)O)C (p-toluenesulfonic acid), C(CO)O (ethyleneglycol), Cl.C1(=CC=CC=C1)C1(CCC(CC1)=O)C(=O)OCCN(C(C)C)C(C)C (2-(Diisopropylamino)ethyl 1-phenyl-4-oxocyclohexanecarboxylate hydrochloride). Solvent: C1(=CC=CC=C1)C (toluene). The product is Cl.C1(=CC=CC=C1)C1(CCC2(CC1)OCCO2)C(=O)OCCN(C(C)C)C(C)C (2-(Diisopropylamino)ethyl 1-phenyl-4,4-ethylenedioxycyclohexanecarboxylate Hydrochloride). As a reaction SMILES: [ClH:1].[C:2]1([C:8]2([C:15]([O:17][CH2:18][CH2:19][N:20]([CH:24]([CH3:26])[CH3:25])[CH:21]([CH3:23])[CH3:22])=[O:16])[CH2:13][CH2:12][C:11](=[O:14])[CH2:10][CH2:9]2)[CH:7]=[CH:6][CH:5]=[CH:4][CH:3]=1.C1(C)C=CC(S(O)(=O)=O)=CC=1.[CH2:38](O)[CH2:39][OH:40]>C1(C)C=CC=CC=1>[ClH:1].[C:2]1([C:8]2([C:15]([O:17][CH2:18][CH2:19][N:20]([CH:24]([CH3:26])[CH3:25])[CH:21]([CH3:22])[CH3:23])=[O:16])[CH2:9][CH2:10][C:11]3([O:40][CH2:39][CH2:38][O:14]3)[CH2:12][CH2:13]2)[CH:3]=[CH:4][CH:5]=[CH:6][CH:7]=1 |f:0.1,5.6|. Reported procedure: 2-(Diisopropylamino)ethyl 1-phenyl-4-oxocyclohexanecarboxylate hydrochloride (3 mmol), prepared in Example 119, was refluxed for 4 h with p-toluenesulfonic acid (1.5 mmol) and ethyleneglycol (4 mmol) in toluene (50 mL) using a Dean-Stark trap. The reaction mixture was partitioned between Et2O and 2 M NaHCO3. The organic layer was dried (Na2SO4) and evaporated. The residue was dissolved in Et2O and HCl (g)/Et2O was added. The amine salt was recrystallized from acetone/Et2O to yield 0.53 g (43%); ...